This data is from the Open Reaction Database (ORD), a public repository of structured organic reaction records. The task is: describe an organic reaction: reactants, conditions, products, and yield Isolated yield 1.0%. Reported procedure: 1-{4-[5-phenyl-4-(2,2,2-trifluoroethoxymethyl)-oxazol-2-yl]-piperidin-1-yl}-ethanone, prepared as in Part A, is redissolved in MeOH (450 ml) and treated with a solution of NaOH (56 g, 1412 mmol) in water (150 ml). After heating at 70 C for 20 hours, the reaction mixture is concentrated and the residue partitioned between EtOAc and water. The aqueous phase is reextracted six times with EtOAc, and the combined organic phases washed with saturated brine, dried (Na2SO4) and concentrated to a yellow ... Product: [NH4+].[OH-] (NH4OH), C1(=CC=CC=C1)C1=C(N=C(O1)C1CCNCC1)COCC(F)(F)F (4-[5-phenyl-4-(2,2,2-trifluoro-ethoxymethyl)-oxazol-2-yl]-piperidine). The reactants are C1(=CC=CC=C1)C1=C(N=C(O1)C1CCN(CC1)C(C)=O)COCC(F)(F)F (1-{4-[5-phenyl-4-(2,2,2-trifluoroethoxymethyl)-oxazol-2-yl]-piperidin-1-yl}-ethanone), [OH-].[Na+] (NaOH). The solvent is CO (MeOH), O (water). Reaction SMILES: [C:1]1([C:7]2[O:11][C:10]([CH:12]3[CH2:17][CH2:16][N:15](C(=O)C)[CH2:14][CH2:13]3)=[N:9][C:8]=2[CH2:21][O:22][CH2:23][C:24]([F:27])([F:26])[F:25])[CH:6]=[CH:5][CH:4]=[CH:3][CH:2]=1.[OH-].[Na+]>CO.O>[NH4+:9].[OH-:11].[C:1]1([C:7]2[O:11][C:10]([CH:12]3[CH2:17][CH2:16][NH:15][CH2:14][CH2:13]3)=[N:9][C:8]=2[CH2:21][O:22][CH2:23][C:24]([F:25])([F:26])[F:27])[CH:6]=[CH:5][CH:4]=[CH:3][CH:2]=1 |f:1.2,5.6|. The reactants are CCO, Cl, N#CN, Nc1ccc(CCCC(=O)N2CCSC2)cc1. Yields the product Cl, N=C(N)Nc1ccc(CCCC(=O)N2CCSC2)cc1. Reaction SMILES: [CH3:22][CH2:23][OH:24].[ClH:1].[NH2:19][C:20]#[N:21].[NH2:2][c:3]1[cH:4][cH:5][c:6]([CH2:9][CH2:10][CH2:11][C:12](=[O:13])[N:14]2[CH2:15][S:16][CH2:17][CH2:18]2)[cH:7][cH:8]1>>[ClH:1].[NH:2]([c:3]1[cH:4][cH:5][c:6]([CH2:9][CH2:10][CH2:11][C:12](=[O:13])[N:14]2[CH2:15][S:16][CH2:17][CH2:18]2)[cH:7][cH:8]1)[C:20](=[NH:19])[NH2:21]. Reactants: C(C)(C)OS(=O)(=O)C1=CC2=CC(=CC=C2C(=C1N=NC1=CC=C(C=C1)OC)O)NC1=NC(=NC(=N1)Cl)Cl (7-(4,6-Dichloro-[1,3,5]-triazin-2-ylamino)-4-hydroxy-3-(4-methoxy-phenylazo)-napthalene-2-sulfonic acid isopropyl ester), C([O-])([O-])=O.[Na+].[Na+] (sodium carbonate), N(CCO)CCO (Diethanolamine). The solvent is Cl (hydrochloric acid), CC(=O)C (acetone). Conditions: time 60 hour. Yields the product C(C)(C)OS(=O)(=O)C1=CC2=CC(=CC=C2C(=C1N=NC1=CC=C(C=C1)OC)O)NC1=NC(=NC(=N1)N(CCO)CCO)Cl (7-{4-[Bis-(2-hydroxy-ethyl)-amino]-6-chloro-[1,3,5]-triazin-2-ylamino)-4-hydroxy-3-(4-methoxy-phenylazo)-napthalene-2-sulfonic Acid Isopropyl Ester). Isolated yield 77.8%. As a reaction SMILES: [CH:1]([O:4][S:5]([C:8]1[C:17]([N:18]=[N:19][C:20]2[CH:25]=[CH:24][C:23]([O:26][CH3:27])=[CH:22][CH:21]=2)=[C:16]([OH:28])[C:15]2[C:10](=[CH:11][C:12]([NH:29][C:30]3[N:35]=[C:34](Cl)[N:33]=[C:32]([Cl:37])[N:31]=3)=[CH:13][CH:14]=2)[CH:9]=1)(=[O:7])=[O:6])([CH3:3])[CH3:2].C(=O)([O-])[O-].[Na+].[Na+].[NH:44]([CH2:48][CH2:49][OH:50])[CH2:45][CH2:46][OH:47]>CC(C)=O.Cl>[CH:1]([O:4][S:5]([C:8]1[C:17]([N:18]=[N:19][C:20]2[CH:21]=[CH:22][C:23]([O:26][CH3:27])=[CH:24][CH:25]=2)=[C:16]([OH:28])[C:15]2[C:10](=[CH:11][C:12]([NH:29][C:30]3[N:35]=[C:34]([N:44]([CH2:48][CH2:49][OH:50])[CH2:45][CH2:46][OH:47])[N:33]=[C:32]([Cl:37])[N:31]=3)=[CH:13][CH:14]=2)[CH:9]=1)(=[O:6])=[O:7])([CH3:3])[CH3:2] |f:1.2.3|. Procedure details: 7-(4,6-Dichloro-[1,3,5]-triazin-2-ylamino)-4-hydroxy-3-(4-methoxy-phenylazo)-napthalene-2-sulfonic acid isopropyl ester (Example 7, 200 mg, 0.36 mmol) in acetone (3 mL) was stirred under nitrogen with sodium carbonate (38 mg, 0.36 mmol). Diethanolamine (35 μL, 40 mg, 0.36 mmol) was added to the stirred suspension, and the reaction mixture was allowed to stir 60 h. The reaction mixture was diluted with hydrochloric acid (3 mL, 1 N) and filtered. The solid was triturated in methanol/ether (1:3) fo...